From a dataset of the Open Reaction Database (ORD), a public repository of structured organic reaction records. describe an organic reaction: reactants, conditions, products, and yield Starting materials: C(C)(=O)OCC (ethyl acetate), IC1=C(C=CC=C1)C(=C)C=1C=C2C(CCC(C2=CC1C)(C)C)(C)C (6-[1-(2-iodophenyl)vinyl]-1,1,4,4,7-pentamethyl-1,2,3,4-tetrahydronaphthalene), C(CCC)N(CCCC)CCCC (tributylamine), [C]=O (carbon monoxide). Reagents/catalysts: C(C)(=O)[O-].C(C)(=O)[O-].[Pd+2] (palladium diacetate). Run in CO (methanol). Yields the product CC=1C(=CC=2C(CCC(C2C1)(C)C)(C)C)C(=C)C1=C(C=CC=C1)C(=O)OC (Methyl 2-[1-(3,5,5,8,8-pentamethyl-5,6,7,8-tetrahydro-2-naphthyl)vinyl]phenylcarboxylate). RXN SMILES: I[C:2]1[CH:7]=[CH:6][CH:5]=C[C:3]=1[C:8]([C:10]1[CH:11]=[C:12]2[C:17](=[CH:18][C:19]=1[CH3:20])[C:16]([CH3:22])([CH3:21])[CH2:15][CH2:14][C:13]2([CH3:24])[CH3:23])=[CH2:9].C(N(CCCC)CCCC)CCC.[C]=O.[C:40]([O:43][CH2:44]C)(=[O:42])[CH3:41]>CO.C([O-])(=O)C.C([O-])(=O)C.[Pd+2]>[CH3:20][C:19]1[C:10]([C:8]([C:3]2[CH:2]=[CH:7][CH:6]=[CH:5][C:41]=2[C:40]([O:43][CH3:44])=[O:42])=[CH2:9])=[CH:11][C:12]2[C:13]([CH3:24])([CH3:23])[CH2:14][CH2:15][C:16]([CH3:21])([CH3:22])[C:17]=2[CH:18]=1 |f:5.6.7,^3:37|. Procedure: A solution of 6-[1-(2-iodophenyl)vinyl]-1,1,4,4,7-pentamethyl-1,2,3,4-tetrahydronaphthalene (17.2 g, 40 mmol), palladium diacetate (1.02 g, 4.5 mmol) and tributylamine (21.9 ml, 92 mmol) in methanol (500 ml) is heated for 3 h at 100° C. under a pressure of carbon monoxide (3 bar). After concentration on an evaporator under vacuum at 40° C., the oil obtained is diluted in ethyl acetate and washed three times with water. The product is purified by flash chromatography on a column of silica. As a reaction SMILES: [F:1][C:2]1[CH:3]=[C:4]([CH3:8])[CH:5]=[CH:6][CH:7]=1.[N+:9]([O-])([OH:11])=[O:10]>>[F:1][C:2]1[CH:7]=[CH:6][C:5]([N+:9]([O-:11])=[O:10])=[C:4]([CH3:8])[CH:3]=1. Solvent: ice water. Reported procedure: A solution of 200 g of 3-fluorotoluene and 670 ml of concentrated nitric acid was heated at 50°-55° for 8 hours; after standing overnight, the reaction mixture was poured into 1200 ml of ice-water. The organic layer was separated, and the aqueous layer was extracted three times with ether; the organic fraction and the ethereal extracts were combined, washed once with water and saturated sodium chloride solution. The combined organic fraction was dried over magnesium sulfate, filtered, and evapor... Reactants: FC=1C=C(C=CC1)C (3-fluorotoluene), [N+](=O)(O)[O-] (nitric acid). Reaction conditions: time 8 hour. The product is FC=1C=CC(=C(C1)C)[N+](=O)[O-] (5-fluoro-2-nitrotoluene). The reactants are CCN(C(C)C)C(C)C (DIPEA), ClC(=O)OC (methyl chloroformate), ClC1=C(C(=CC=C1)Cl)N1N=C2C(C(=NC=C2)N)=C1 (2-(2,6-dichlorophenyl)-2H-pyrazolo[4,3-c]pyridine-4-ylamine). Solvent: C(Cl)Cl (DCM). Yields the product COC(NC1=NC=CC=2C1=CN(N2)C2=C(C=CC=C2Cl)Cl)=O ([2-(2,6-Dichlorophenyl)-2H-pyrazolo[4,3-c]pyridine-4-yl]carbamic acid methyl ester). The yield is 49.4%. RXN SMILES: CCN(C(C)C)C(C)C.Cl[C:11]([O:13][CH3:14])=[O:12].[Cl:15][C:16]1[CH:21]=[CH:20][CH:19]=[C:18]([Cl:22])[C:17]=1[N:23]1[CH:32]=[C:26]2[C:27]([NH2:31])=[N:28][CH:29]=[CH:30][C:25]2=[N:24]1>C(Cl)Cl>[CH3:14][O:13][C:11](=[O:12])[NH:31][C:27]1[C:26]2=[CH:32][N:23]([C:17]3[C:18]([Cl:22])=[CH:19][CH:20]=[CH:21][C:16]=3[Cl:15])[N:24]=[C:25]2[CH:30]=[CH:29][N:28]=1. Procedure details: DIPEA (51 μL, 0.3 mmol) and then methyl chloroformate (19 μL, 0.25 mmol) were added to a solution of 2-(2,6-dichlorophenyl)-2H-pyrazolo[4,3-c]pyridine-4-ylamine (60 mg, 0.21 mmol) in DCM (2 mL). The reaction was stirred at room temperature until completion as determined by TLC. The mixture was partitioned between DCM and water. The organic layer was washed with brine, dried over anhydrous sodium sulfate, and concentrated under reduced pressure. The residue was purified by silica gel flash chroma...